This data is from the Open Reaction Database (ORD), a public repository of structured organic reaction records. The task is: describe an organic reaction: reactants, conditions, products, and yield Starting materials: O=C([O-])[O-], ClCCl, CC#N, CCOC(=O)c1cc2c(NC(C)C)ncnc2cc1OCCCS(C)(=O)=NS(=O)(=O)c1ccc([N+](=O)[O-])cc1, [Cs+], [Cs+], O, Sc1ccccc1. The product is CCOC(=O)c1cc2c(NC(C)C)ncnc2cc1OCCCS(C)(=N)=O. RXN SMILES: [C:40](=[O:41])([O-:42])[O-:43].[CH2:57]([Cl:58])[Cl:59].[CH3:53][C:54]#[N:55].[CH:1]([CH3:2])([CH3:3])[NH:4][c:5]1[n:6][cH:7][n:8][c:9]2[cH:10][c:11]([O:20][CH2:21][CH2:22][CH2:23][S:24](=[O:25])(=[N:26][S:27]([c:28]3[cH:29][cH:30][c:31]([N+:32]([O-:33])=[O:34])[cH:35][cH:36]3)(=[O:37])=[O:38])[CH3:39])[c:12]([C:15](=[O:16])[O:17][CH2:18][CH3:19])[cH:13][c:14]12.[Cs+:44].[Cs+:45].[OH2:56].[SH:46][c:47]1[cH:48][cH:49][cH:50][cH:51][cH:52]1>>[CH:1]([CH3:2])([CH3:3])[NH:4][c:5]1[n:6][cH:7][n:8][c:9]2[cH:10][c:11]([O:20][CH2:21][CH2:22][CH2:23][S:24](=[O:25])(=[NH:26])[CH3:39])[c:12]([C:15](=[O:16])[O:17][CH2:18][CH3:19])[cH:13][c:14]12. Starting materials: COc1cc(C(N)=O)ccc1-c1nc2[nH]c(=O)[nH]c(=O)c2[nH]1, O=P(Cl)(Cl)Cl. Yields the product COc1cc(C#N)ccc1-c1nc2[nH]c(=O)[nH]c(=O)c2[nH]1. Reaction SMILES: [CH3:1][O:2][c:3]1[c:4](-[c:12]2[n:13][c:14]3[nH:15][c:16](=[O:22])[nH:17][c:18](=[O:21])[c:19]3[nH:20]2)[cH:5][cH:6][c:7]([C:9](=[O:10])[NH2:11])[cH:8]1.[P:23]([Cl:24])([Cl:25])([Cl:26])=[O:27]>>[CH3:1][O:2][c:3]1[c:4](-[c:12]2[n:13][c:14]3[nH:15][c:16](=[O:22])[nH:17][c:18](=[O:21])[c:19]3[nH:20]2)[cH:5][cH:6][c:7]([C:9]#[N:11])[cH:8]1. The reactants are IC1=CC=C(C=C1)C=1OC2=C(N1)C=CC=C2 (2-(4-iodophenyl)benzoxazole), C1=CC=CC=2C3=CC=CC=C3N(C12)C1=CC=C(C=C1)B(O)O (4-(9H-carbazol-9-yl)phenylboronic acid), COCCOC (1,2-dimethoxyethane), C([O-])([O-])=O.[K+].[K+] (potassium carbonate). The reagents and catalysts are C(C)(=O)[O-].[Pd+2].C(C)(=O)[O-] (palladium(II) acetate), C1(=C(C=CC=C1)P(C1=C(C=CC=C1)C)C1=C(C=CC=C1)C)C (tri(ortho-tolyl)phosphine). The solvent is C1(=CC=CC=C1)C (toluene). Reaction conditions: temperature 90 celsius, time 5 hour. Yields the product O1C(=NC2=C1C=CC=C2)C2=CC=C(C=C2)C2=CC=C(C=C2)N2C1=CC=CC=C1C=1C=CC=CC21 (9-[4′-(Benzoxazol-2-yl)biphenyl-4-yl]-9H-carbazole). Yield: 88.7%. RXN SMILES: I[C:2]1[CH:7]=[CH:6][C:5]([C:8]2[O:9][C:10]3[CH:16]=[CH:15][CH:14]=[CH:13][C:11]=3[N:12]=2)=[CH:4][CH:3]=1.[CH:17]1[C:29]2[N:28]([C:30]3[CH:35]=[CH:34][C:33](B(O)O)=[CH:32][CH:31]=3)[C:27]3[C:22](=[CH:23][CH:24]=[CH:25][CH:26]=3)[C:21]=2[CH:20]=[CH:19][CH:18]=1.COCCOC.C(=O)([O-])[O-].[K+].[K+]>C([O-])(=O)C.[Pd+2].C([O-])(=O)C.C1(C)C=CC=CC=1P(C1C=CC=CC=1C)C1C=CC=CC=1C.C1(C)C=CC=CC=1>[O:9]1[C:10]2[CH:16]=[CH:15][CH:14]=[CH:13][C:11]=2[N:12]=[C:8]1[C:5]1[CH:6]=[CH:7][C:2]([C:33]2[CH:34]=[CH:35][C:30]([N:28]3[C:27]4[CH:26]=[CH:25][CH:24]=[CH:23][C:22]=4[C:21]4[C:29]3=[CH:17][CH:18]=[CH:19][CH:20]=4)=[CH:31][CH:32]=2)=[CH:3][CH:4]=1 |f:3.4.5,6.7.8|. Procedure details: In a 100 mL three-neck flask were put 1.0 g (3.1 mmol) of 2-(4-iodophenyl)benzoxazole, 0.90 g (3.1 mmol) of 4-(9H-carbazol-9-yl)phenylboronic acid, and 0.067 g (0.22 mmol) of tri(ortho-tolyl)phosphine. To this mixture were added 30 mL of 1,2-dimethoxyethane (abbreviation: DME) and 30 mL of a 2M potassium carbonate aqueous solution. This mixture was degassed under reduced pressure, and then the atmosphere in the flask was replaced with nitrogen. To this mixture was added 7.0 mg (0.031 mmol) of pa... Starting materials: C1C(CC2=CC=CC=C12)C(=O)OCC (ethyl indane-2-carboxylate), sodium his(trimethylsilyl)amide, C(C=C)Br (allyl bromide). Solvent: C1CCOC1 (THF). Conditions: time 1 hour. Product: C(C=C)C1(CC2=CC=CC=C2C1)C(=O)OCC (Ethyl 2-allylindane-2-carboxylate). RXN SMILES: [CH2:1]1[C:9]2[C:4](=[CH:5][CH:6]=[CH:7][CH:8]=2)[CH2:3][CH:2]1[C:10]([O:12][CH2:13][CH3:14])=[O:11].[CH2:15](Br)[CH:16]=[CH2:17]>C1COCC1>[CH2:17]([C:2]1([C:10]([O:12][CH2:13][CH3:14])=[O:11])[CH2:1][C:9]2[C:4](=[CH:5][CH:6]=[CH:7][CH:8]=2)[CH2:3]1)[CH:16]=[CH2:15]. Procedure details: To a solution of ethyl indane-2-carboxylate [Schaaf et al., J. Med. Chem. 1983, 26, 328-334] (6.87 g, 36.1 mmol) in THF (100 mL) at −78° C. was added sodium his(trimethylsilyl)amide (1.0 M in THF, 39.7 mL, 39.7 mmol) drop wise over 20 min. The resulting yellow solution was stirred for 1 h, and then allyl bromide (3.75 mL, 43.3 mmol) was added over 5 minutes. Stirring was continued for 1.5 h at −78° C., and then the reaction was quenched by the addition of saturated NH4Cl (50 mL) and warmed to am... Starting materials: CC1CCc2ncnc(N3CC4(CCN(C(=O)OC(C)(C)C)CC4)c4cc(C(=O)O)ccc43)c21, CNOC, Cl. The product is CON(C)C(=O)c1ccc2c(c1)C1(CCN(C(=O)OC(C)(C)C)CC1)CN2c1ncnc2c1C(C)CC2. Reaction SMILES: [C:1]([CH3:2])([CH3:3])([CH3:4])[O:5][C:6](=[O:7])[N:8]1[CH2:9][CH2:10][C:11]2([CH2:12][N:13]([c:23]3[c:24]4[c:25]([n:26][cH:27][n:28]3)[CH2:29][CH2:30][CH:31]4[CH3:32])[c:14]3[cH:15][cH:16][c:17]([C:20](=[O:21])[OH:22])[cH:18][c:19]32)[CH2:33][CH2:34]1.[CH3:36][NH:37][O:38][CH3:39].[ClH:35]>>[C:1]([CH3:2])([CH3:3])([CH3:4])[O:5][C:6](=[O:7])[N:8]1[CH2:9][CH2:10][C:11]2([CH2:12][N:13]([c:23]3[c:24]4[c:25]([n:26][cH:27][n:28]3)[CH2:29][CH2:30][CH:31]4[CH3:32])[c:14]3[cH:15][cH:16][c:17]([C:20](=[O:22])[N:37]([CH3:36])[O:38][CH3:39])[cH:18][c:19]32)[CH2:33][CH2:34]1.